Task: describe an organic reaction: reactants, conditions, products, and yield. Dataset: the Open Reaction Database (ORD), a public repository of structured organic reaction records The reactants are CC1=CC=C(C=C1)C1=C(C=NO1)C(=O)O (5-(4-methylphenyl)isoxazole-4-carboxylic acid), C(C(=O)O)(=O)O.ClC1=C(C=CC=C1)C1CNCC1 (3-(2-chlorophenyl)pyrrolidine oxalate). Product: ClC1=C(C=CC=C1)C1CN(CC1)C(=O)C=1C=NOC1C1=CC=C(C=C1)C (4-{[3-(2-Chlorophenyl)pyrrolidin-1-yl]carbonyl}-5-(4-methylphenyl)isoxazole), solid. RXN SMILES: [CH3:1][C:2]1[CH:7]=[CH:6][C:5]([C:8]2[O:12][N:11]=[CH:10][C:9]=2[C:13]([OH:15])=O)=[CH:4][CH:3]=1.C(O)(=O)C(O)=O.[Cl:22][C:23]1[CH:28]=[CH:27][CH:26]=[CH:25][C:24]=1[CH:29]1[CH2:33][CH2:32][NH:31][CH2:30]1>>[Cl:22][C:23]1[CH:28]=[CH:27][CH:26]=[CH:25][C:24]=1[CH:29]1[CH2:33][CH2:32][N:31]([C:13]([C:9]2[CH:10]=[N:11][O:12][C:8]=2[C:5]2[CH:4]=[CH:3][C:2]([CH3:1])=[CH:7][CH:6]=2)=[O:15])[CH2:30]1 |f:1.2|. Procedure: The title compound was prepared from 5-(4-methylphenyl)isoxazole-4-carboxylic acid (10.2 mg, 0.050 mmol) and 3-(2-chlorophenyl)pyrrolidine oxalate (16.3 mg, 0.060 mmol) as described in synthetic method B and thereafter purified by preparative HPLC method B to give a solid (2.5 mg). Calcd for C21H19ClN2O2: 366.1135, found 366.1141. Reactants: ClC1=NC2=CC=C(C=C2N=C1Cl)[N+](=O)[O-] (2,3-dichloro-6-nitroquinoxaline), O.NN (hydrazine hydrate). Run in C(C)O (ethanol). Product: ClC=1C(=NC2=CC=C(C=C2N1)[N+](=O)[O-])NN (3-Chloro-2-hydrazino-6-nitroquinoxaline). Yield: 94.7%. Reaction SMILES: Cl[C:2]1[C:11]([Cl:12])=[N:10][C:9]2[C:4](=[CH:5][CH:6]=[C:7]([N+:13]([O-:15])=[O:14])[CH:8]=2)[N:3]=1.O.[NH2:17][NH2:18]>C(O)C>[Cl:12][C:11]1[C:2]([NH:17][NH2:18])=[N:3][C:4]2[C:9]([N:10]=1)=[CH:8][C:7]([N+:13]([O-:15])=[O:14])=[CH:6][CH:5]=2 |f:1.2|. Procedure: A mixture of 6.1 g (25 mmol) of 2,3-dichloro-6-nitroquinoxaline and 2.75 g (55 mmol) of hydrazine hydrate in 150 ml of ethanol was stirred at room temperature over night. The precipitate was isolated and washed with water, cold ethanol and ether to give 5.67 g (95%) of crude product. Reactants: C(C)C1=CC=C(C=C1)C1CC(CN(C1)C(=O)N1CCOCC1)C(=O)O (5-(4-Ethylphenyl)-1-(morpholin-4-ylcarbonyl)piperidine-3-carboxylic acid), ClC=1C=C(C=CC1F)C(N)=NO (3-chloro-4-fluoro-N′-hydroxybenzenecarboximidamide). Product: ClC=1C=C(C=CC1F)C1=NOC(=N1)C1CN(CC(C1)C1=CC=C(C=C1)CC)C(=O)N1CCOCC1 (4-({3-[3-(3-Chloro-4-fluorophenyl)-1,2,4-oxadiazol-5-yl]-5-(4-ethylphenyl)piperidin-1-yl}carbonyl)morpholine). RXN SMILES: [CH2:1]([C:3]1[CH:8]=[CH:7][C:6]([CH:9]2[CH2:14][N:13]([C:15]([N:17]3[CH2:22][CH2:21][O:20][CH2:19][CH2:18]3)=[O:16])[CH2:12][CH:11]([C:23](O)=[O:24])[CH2:10]2)=[CH:5][CH:4]=1)[CH3:2].[Cl:26][C:27]1[CH:28]=[C:29]([C:34](=[N:36]O)[NH2:35])[CH:30]=[CH:31][C:32]=1[F:33]>>[Cl:26][C:27]1[CH:28]=[C:29]([C:34]2[N:36]=[C:23]([CH:11]3[CH2:10][CH:9]([C:6]4[CH:5]=[CH:4][C:3]([CH2:1][CH3:2])=[CH:8][CH:7]=4)[CH2:14][N:13]([C:15]([N:17]4[CH2:22][CH2:21][O:20][CH2:19][CH2:18]4)=[O:16])[CH2:12]3)[O:24][N:35]=2)[CH:30]=[CH:31][C:32]=1[F:33]. Procedure: 69 mg (0.20 mmol) of 5-(4-ethylphenyl)-1-(morpholin-4-ylcarbonyl)piperidine-3-carboxylic acid (Example 38A) and 41 mg (0.22 mmol, 1.1 eq.) of 3-chloro-4-fluoro-N′-hydroxybenzenecarboximidamide were reacted according to the General Method 1. Yield: 51 mg (51% of theory) The reactants are [OH-].[Ba+2].[OH-] (barium hydroxide), S(O)(O)(=O)=O (Sulphuric acid), CN(C(C#N)(C)C)C (2-dimethylamino-2-methyl-propionitrile). The solvent is ice. Run at temperature 90 celsius, time 5 minute. Yields the product CN(C(C(=O)N)(C)C)C (2-dimethylamino-2-methylpropionamide). Isolated yield 43.1%. Reaction SMILES: S(=O)(=O)(O)O.[CH3:6][N:7]([CH3:13])[C:8]([CH3:12])([CH3:11])[C:9]#[N:10].[OH-:14].[Ba+2].[OH-]>>[CH3:6][N:7]([CH3:13])[C:8]([CH3:12])([CH3:11])[C:9]([NH2:10])=[O:14] |f:2.3.4|. Procedure: Conc. Sulphuric acid (8 ml.) was added to 2-dimethylamino-2-methyl-propionitrile (2 g.), and was heated to 90°C and allowed to stand for five mins. The reaction mixture was added to ice cold water (100 ml.), barium hydroxide (32 g.) was added to neutralise the acid and the mixture was filtered (hyflo). The filtrate was evaporated under reduced pressure to give a solid residue which was crystallised from light petroleum (80°-100°C) to give 2-dimethylamino-2-methylpropionamide (1 g. 45%) m.p. 109°... Yields the product O=Cc1ccc(OCc2ccccc2)c2c1CCCC2. Starting materials: c1ccc(COc2cccc3c2CCCC3)cc1, COC(Cl)Cl, [Cl-], [Cl-], [Cl-], [Cl-], [Ti+4]. RXN SMILES: [CH2:1]([c:2]1[cH:3][cH:4][cH:5][cH:6][cH:7]1)[O:8][c:9]1[c:10]2[c:15]([cH:16][cH:17][cH:18]1)[CH2:14][CH2:13][CH2:12][CH2:11]2.[CH3:19][O:20][CH:21]([Cl:22])[Cl:23].[Cl-:24].[Cl-:25].[Cl-:26].[Cl-:27].[Ti+4:28]>>[CH2:1]([c:2]1[cH:3][cH:4][cH:5][cH:6][cH:7]1)[O:8][c:9]1[c:10]2[c:15]([c:16]([CH:19]=[O:20])[cH:17][cH:18]1)[CH2:14][CH2:13][CH2:12][CH2:11]2. Starting materials: ClC=1C=C2C=3C=CN=CC3NC2=C(C1)N (6-chloro-9H-β-carboline-8-ylamine), C(C)(=O)[O-].[NH4+] (ammonium acetate), CN(CCN1CC(CC1=O)C(=O)O)C (1-(2-dimethylamino-ethyl)-5-oxo-pyrrolidine-3-carboxylic acid), C1=CC(=NN=C1NN)N(CCO)CCO.Cl.Cl (di-HCl). Yields the product ClC=1C=C2C=3C=CN=CC3NC2=C(C1)NC(=O)C1CN(C(C1)=O)CCN(C)C (1-(2-Dimethylamino-ethyl)-5-oxo-pyrrolidine-3-carboxylic acid (6-chloro-9H-β-carbolin-8-yl)-amide). The yield is 70.0%. RXN SMILES: [Cl:1][C:2]1[CH:3]=[C:4]2[C:12](=[C:13]([NH2:15])[CH:14]=1)[NH:11][C:10]1[CH:9]=[N:8][CH:7]=[CH:6][C:5]2=1.[CH3:16][N:17]([CH3:29])[CH2:18][CH2:19][N:20]1[C:24](=[O:25])[CH2:23][CH:22]([C:26](O)=[O:27])[CH2:21]1.C1C(NN)=NN=C(N(CCO)CCO)C=1.Cl.Cl.C([O-])(=O)C.[NH4+]>>[Cl:1][C:2]1[CH:3]=[C:4]2[C:12](=[C:13]([NH:15][C:26]([CH:22]3[CH2:23][C:24](=[O:25])[N:20]([CH2:19][CH2:18][N:17]([CH3:29])[CH3:16])[CH2:21]3)=[O:27])[CH:14]=1)[NH:11][C:10]1[CH:9]=[N:8][CH:7]=[CH:6][C:5]2=1 |f:2.3.4,5.6|. Reported procedure: Prepared according to Method B from 6-chloro-9H-β-carboline-8-ylamine and 1-(2-dimethylamino-ethyl)-5-oxo-pyrrolidine-3-carboxylic acid in 70-80% yield as the di-HCl salt. 1H-NMR (300 MHz, D2O): δ 2.97 (dd, 1H), 3.03 (s, 6H), 3.08 (dd, 1H), 3.51 (t, 2H), 3.76-3.89 (m, 3H), 3.95 (dd, 1H), 4.01 (dd, 1H), 7.75 (d, 1H), 8.24 (d, 1H), 8.45 (dd, 1H), 8.52 (dd, 1H), 9.10 (bs, 1H). Retention Time (LC, method: ammonium acetate standard): 0.99 min. MS (M+H+): 400.